Dataset: the Open Reaction Database (ORD), a public repository of structured organic reaction records. Task: describe an organic reaction: reactants, conditions, products, and yield The reactants are O=C([O-])[O-], CN(C)C=O, CCOC(C)=O, CCOC(=O)c1c(Cl)cc(C)nc1Cl, Cl, [Cu]I, [Cu], [K+], [K+], Oc1cc(Cl)ccc1Cl. The product is CCOC(=O)c1c(Oc2cc(Cl)ccc2Cl)cc(C)nc1Cl. As a reaction SMILES: [C:24](=[O:25])([O-:26])[O-:27].[CH3:31][N:32]([CH3:33])[CH:34]=[O:35].[CH3:39][CH2:40][O:41][C:42](=[O:43])[CH3:44].[Cl:1][c:2]1[n:3][c:4]([CH3:14])[cH:5][c:6]([Cl:13])[c:7]1[C:8](=[O:9])[O:10][CH2:11][CH3:12].[ClH:30].[Cu:36][I:37].[Cu:38].[K+:28].[K+:29].[OH:15][c:16]1[cH:17][c:18]([Cl:19])[cH:20][cH:21][c:22]1[Cl:23]>>[Cl:1][c:2]1[n:3][c:4]([CH3:14])[cH:5][c:6]([O:15][c:16]2[cH:17][c:18]([Cl:19])[cH:20][cH:21][c:22]2[Cl:23])[c:7]1[C:8](=[O:9])[O:10][CH2:11][CH3:12]. The reactants are O([Si](C)(C)C(C)(C)C)CCC1OC2=C(NC1=O)C=CC=C2 (2-(2-tert-butyldimethylsiloxyethyl)-3,4-dihydro-3-oxo-2H-1,4-benzoxazine), COC1=CC=C(CCl)C=C1 (4-methoxybenzyl chloride). Product: OCCC1OC2=C(N(C1=O)CC1=CC=C(C=C1)OC)C=CC=C2 (3,4-Dihydro-2-(2-hydroxyethyl)-4-(4-methoxybenzyl)-3-oxo-2H-1,4-benzoxazine). As a reaction SMILES: [O:1]([CH2:9][CH2:10][CH:11]1[C:16](=[O:17])[NH:15][C:14]2[CH:18]=[CH:19][CH:20]=[CH:21][C:13]=2[O:12]1)[Si](C(C)(C)C)(C)C.[CH3:22][O:23][C:24]1[CH:31]=[CH:30][C:27]([CH2:28]Cl)=[CH:26][CH:25]=1>>[OH:1][CH2:9][CH2:10][CH:11]1[C:16](=[O:17])[N:15]([CH2:28][C:27]2[CH:30]=[CH:31][C:24]([O:23][CH3:22])=[CH:25][CH:26]=2)[C:14]2[CH:18]=[CH:19][CH:20]=[CH:21][C:13]=2[O:12]1. Procedure: Prepared from 2-(2-tert-butyldimethylsiloxyethyl)-3,4-dihydro-3-oxo-2H-1,4-benzoxazine by Methods F and G, alkylating with 4-methoxybenzyl chloride, in 48% overall yield after flash chromatography eluting with EtOAc/hexane, mp 80°-82° C.; IR (KBr) 3496, 1660, 1515, 1501, 1412, 1250, 1057, 754 cm-1 ; 1H NMR (CDCl3) δ 2.00 (v br s, 1H), 2.16-2.37 (m, 2H), 3.77 (s, 3H), 3.91 (t, J=6.1 Hz, 2H), 4.82 (dd, J=7.5, 5.6 Hz, 1H), 5.09 (s, 2H), 6.85 (d, J=8.7 Hz, 2H), 6.91-7.00 (m, 4H), 7.18 (d, J=8.7 Hz, ... Starting materials: CCc1sccc1Br, CCOCC, [Li]CCCC, CN(C)C=O. Yields the product CCc1sccc1C=O. Reaction SMILES: [Br:1][c:2]1[c:3]([CH2:7][CH3:8])[s:4][cH:5][cH:6]1.[CH3:19][CH2:20][O:21][CH2:22][CH3:23].[CH3:9][CH2:10][CH2:11][CH2:12][Li:13].[O:14]=[CH:15][N:16]([CH3:17])[CH3:18]>>[c:2]1([CH:15]=[O:14])[c:3]([CH2:7][CH3:8])[s:4][cH:5][cH:6]1. The reactants are O=C1C=2N=CN(C2N=CN1)CCC(=O)OCC (3-(1,6-dihydro-6-oxo-9H-purin-9-yl)propionic acid, ethyl ester), O.NN (hydrazine hydrate). Run in C(C)O (ethanol). Conditions: time 8 hour. The product is O=C1C=2N=CN(C2N=CN1)CCC(=O)NN (3-(1,6-dihydro-6-oxo-9H-purin-9-yl)propanoic acid hydrazide). The yield is 80.1%. RXN SMILES: [O:1]=[C:2]1[NH:10][CH:9]=[N:8][C:7]2[N:6]([CH2:11][CH2:12][C:13]([O:15]CC)=O)[CH:5]=[N:4][C:3]1=2.O.[NH2:19][NH2:20]>C(O)C>[O:1]=[C:2]1[NH:10][CH:9]=[N:8][C:7]2[N:6]([CH2:11][CH2:12][C:13]([NH:19][NH2:20])=[O:15])[CH:5]=[N:4][C:3]1=2 |f:1.2|. Reported procedure: 1.181 g (5.00 mmol) of 3-(1,6-dihydro-6-oxo-9H-purin-9-yl)propionic acid, ethyl ester (AIT-0027) was placed into a 25 ml flask equipped with a magnetic stirring bar. About 5 ml absolute ethanol was added and then 2.50 g (50.00 mmol) of hydrazine hydrate was added and the solution was stirred at room temperature in a closed flask. A large amount of precipitate formed after about 30 minutes and the solution was allowed to stand overnight. The solution was filtered by vacuum and the white solid was... Starting materials: O=C(n1ccnc1)n1ccnc1, CN(C)CC(=O)O, Cl, Cc1nc2cccc(CN)c2c(=O)n1C1CCC(=O)NC1=O, CN(C)C=O. The product is Cc1nc2cccc(CNC(=O)CN(C)C)c2c(=O)n1C1CCC(=O)NC1=O. RXN SMILES: [C:8]([n:9]1[cH:10][cH:11][n:12][cH:13]1)([n:14]1[cH:15][cH:16][n:17][cH:18]1)=[O:19].[CH3:1][N:2]([CH3:3])[CH2:4][C:5](=[O:6])[OH:7].[ClH:20].[NH2:21][CH2:22][c:23]1[c:24]2[c:25](=[O:42])[n:26]([CH:34]3[C:35](=[O:41])[NH:36][C:37](=[O:40])[CH2:38][CH2:39]3)[c:27]([CH3:33])[n:28][c:29]2[cH:30][cH:31][cH:32]1.[O:43]=[CH:44][N:45]([CH3:46])[CH3:47]>>[CH3:1][N:2]([CH3:3])[CH2:4][C:5](=[O:7])[NH:21][CH2:22][c:23]1[c:24]2[c:25](=[O:42])[n:26]([CH:34]3[C:35](=[O:41])[NH:36][C:37](=[O:40])[CH2:38][CH2:39]3)[c:27]([CH3:33])[n:28][c:29]2[cH:30][cH:31][cH:32]1.